This data is from the Open Reaction Database (ORD), a public repository of structured organic reaction records. The task is: describe an organic reaction: reactants, conditions, products, and yield Reactants: CC(=O)N1CCc2cc(CC(C)Br)cc([N+](=O)[O-])c21, CCO, [H][H], O=[Pt]. As a reaction SMILES: [C:1]([CH3:2])(=[O:3])[N:4]1[CH2:5][CH2:6][c:7]2[cH:8][c:9]([CH2:16][CH:17]([CH3:18])[Br:19])[cH:10][c:11]([N+:13]([O-:14])=[O:15])[c:12]21.[CH3:22][CH2:23][OH:24].[H:20][H:21].[Pt:25]=[O:26]>>[C:1]([CH3:2])(=[O:3])[N:4]1[CH2:5][CH2:6][c:7]2[cH:8][c:9]([CH2:16][CH:17]([CH3:18])[Br:19])[cH:10][c:11]([NH2:13])[c:12]21. Yields the product CC(=O)N1CCc2cc(CC(C)Br)cc(N)c21. The reactants are CC#CCn1cnc2c1c(=O)[nH]c(=O)n2C, CN(C)C=O, CCOC(C)=O, O=C1CCC(=O)N1Cl. Yields the product CC#CCn1c(Cl)nc2c1c(=O)[nH]c(=O)n2C. RXN SMILES: [CH2:1]([C:2]#[C:3][CH3:4])[n:5]1[cH:6][n:7][c:8]2[n:9]([CH3:16])[c:10](=[O:15])[nH:11][c:12](=[O:14])[c:13]12.[CH3:25][N:26]([CH3:27])[CH:28]=[O:29].[CH3:30][CH2:31][O:32][C:33](=[O:34])[CH3:35].[Cl:17][N:18]1[C:19](=[O:20])[CH2:21][CH2:22][C:23]1=[O:24]>>[CH2:1]([C:2]#[C:3][CH3:4])[n:5]1[c:6]([Cl:17])[n:7][c:8]2[n:9]([CH3:16])[c:10](=[O:15])[nH:11][c:12](=[O:14])[c:13]12. Starting materials: C(=O)C1=CC=C(S1)C=1SC=CC1 (5-formyl-2,2'-bithiophene), [BH4-].[Na+] (NaBH4). The solvent is CO (methanol). Product: OCC1=CC=C(S1)C=1SC=CC1 (5-hydroxymethyl-2,2'-bithiophene). Reaction SMILES: [CH:1]([C:3]1[S:7][C:6]([C:8]2[S:9][CH:10]=[CH:11][CH:12]=2)=[CH:5][CH:4]=1)=[O:2].[BH4-].[Na+]>CO>[OH:2][CH2:1][C:3]1[S:7][C:6]([C:8]2[S:9][CH:10]=[CH:11][CH:12]=2)=[CH:5][CH:4]=1 |f:1.2|. Procedure details: 20 g of 5-formyl-2,2'-bithiophene was dissolved in 50 ml of methanol, followed by adding NaBH4 and stirring until bubbling stopped. The reaction was monitored by thin layer chromatography to determine whether the reaction was completed. After the methanol was removed under reduced pressure and the reaction solution was extracted with dichloromethane, the solution was washed with saturated NaCl solution, dried over anhydrous magnesium sulfate, condensed and 20.10 g of product (melting point 52°-5... Starting materials: C1CCOC1, CC(C)C[AlH]CC(C)C, [Cl-], COC(=O)C(C)Nc1ccc(F)c(Cl)c1, [Mg+2], [NH4+], O=S(=O)([O-])[O-]. Yields the product CC(CO)Nc1ccc(F)c(Cl)c1. As a reaction SMILES: [CH2:33]1[O:34][CH2:35][CH2:36][CH2:37]1.[CH3:16][CH:17]([CH2:18][AlH:19][CH2:20][CH:21]([CH3:22])[CH3:23])[CH3:24].[Cl-:25].[Cl:1][c:2]1[cH:3][c:4]([NH:9][CH:10]([CH3:11])[C:12](=[O:13])[O:14][CH3:15])[cH:5][cH:6][c:7]1[F:8].[Mg+2:27].[NH4+:26].[O-:28][S:29]([O-:30])(=[O:31])=[O:32]>>[Cl:1][c:2]1[cH:3][c:4]([NH:9][CH:10]([CH3:11])[CH2:12][OH:13])[cH:5][cH:6][c:7]1[F:8]. The reactants are CCC(C)(C)O, COc1ccc(-c2nc(CCl)co2)cc1, [I-], [K+], [Na+], [OH-], c1c[nH]nn1. Product: COc1ccc(-c2nc(Cn3ccnn3)co2)cc1. RXN SMILES: [CH3:25][C:26]([OH:27])([CH2:28][CH3:29])[CH3:30].[Cl:1][CH2:2][c:3]1[n:4][c:5](-[c:8]2[cH:9][cH:10][c:11]([O:14][CH3:15])[cH:12][cH:13]2)[o:6][cH:7]1.[I-:22].[K+:21].[Na+:24].[OH-:23].[nH:16]1[n:17][n:18][cH:19][cH:20]1>>[CH2:2]([c:3]1[n:4][c:5](-[c:8]2[cH:9][cH:10][c:11]([O:14][CH3:15])[cH:12][cH:13]2)[o:6][cH:7]1)[n:16]1[n:17][n:18][cH:19][cH:20]1.